This data is from the Open Reaction Database (ORD), a public repository of structured organic reaction records. The task is: describe an organic reaction: reactants, conditions, products, and yield Reactants: ClCCC1CN(CCO1)C(=O)OCC1=CC=CC=C1 (2-(2-chloroethyl)-4-benzyloxycarbonylmorpholine), [C-]#N.[K+] (potassium cyanide), [I-].[K+] (potassium iodide), CN(C=O)C (dimethylformamide). The solvent is O (water). Conditions: temperature 100 celsius, time 5 hour. Product: C(#N)CCC1CN(CCO1)C(=O)OCC1=CC=CC=C1 (2-(2-cyanoethyl)-4-benzyloxycarbonylmorpholine). RXN SMILES: Cl[CH2:2][CH2:3][CH:4]1[O:9][CH2:8][CH2:7][N:6]([C:10]([O:12][CH2:13][C:14]2[CH:19]=[CH:18][CH:17]=[CH:16][CH:15]=2)=[O:11])[CH2:5]1.[C-]#N.[K+].[I-].[K+].[CH3:25][N:26](C)C=O>O>[C:25]([CH2:2][CH2:3][CH:4]1[O:9][CH2:8][CH2:7][N:6]([C:10]([O:12][CH2:13][C:14]2[CH:19]=[CH:18][CH:17]=[CH:16][CH:15]=2)=[O:11])[CH2:5]1)#[N:26] |f:1.2,3.4|. Reported procedure: A mixture of 2-(2-chloroethyl)-4-benzyloxycarbonylmorpholine (16 g), potassium cyanide (6.3 g), potassium iodide (1 g), and dimethylformamide (50 ml) is heated at 100° C. with stirring for 5 hours. After cooling, the reaction mixture is diluted with water and extracted with diethyl ether. The organic layer is dried over sodium sulfate and evaporated. The residue is crystallized from diethyl ether-hexane to give the title compound (10.7 g), mp 59°-60° C.